Dataset: the Open Reaction Database (ORD), a public repository of structured organic reaction records. Task: describe an organic reaction: reactants, conditions, products, and yield Reactants: C=CCCC(=O)OCC, B1C2CCCC1CCC2, CNC(=O)c1c(-c2ccc(F)cc2)oc2nc(N(C)S(C)(=O)=O)c(I)cc12, [K+], [K+], O=C([O-])[O-], O, c1ccc(P(c2ccccc2)(c2ccccc2)[Pd](P(c2ccccc2)(c2ccccc2)c2ccccc2)(P(c2ccccc2)(c2ccccc2)c2ccccc2)P(c2ccccc2)(c2ccccc2)c2ccccc2)cc1. Yields the product CCOC(=O)CCCCc1cc2c(C(=O)NC)c(-c3ccc(F)cc3)oc2nc1N(C)S(C)(=O)=O. As a reaction SMILES: [C:1]([CH2:2][CH2:3][CH:4]=[CH2:5])(=[O:6])[O:7][CH2:8][CH3:9].[CH:10]12[CH2:11][CH2:12][CH2:13][CH:14]([BH:15]1)[CH2:16][CH2:17][CH2:18]2.[F:25][c:26]1[cH:27][cH:28][c:29](-[c:32]2[c:33]([C:48](=[O:49])[NH:50][CH3:51])[c:34]3[c:35]([n:36][c:37]([N:41]([S:42](=[O:43])(=[O:44])[CH3:45])[CH3:46])[c:38]([I:40])[cH:39]3)[o:47]2)[cH:30][cH:31]1.[K+:19].[K+:20].[O-:21][C:22]([O-:23])=[O:24].[OH2:129].[cH:52]1[cH:53][cH:54][c:55]([P:56]([Pd:57]([P:58]([c:59]2[cH:60][cH:61][cH:62][cH:63][cH:64]2)([c:65]2[cH:66][cH:67][cH:68][cH:69][cH:70]2)[c:71]2[cH:72][cH:73][cH:74][cH:75][cH:76]2)([P:77]([c:78]2[cH:79][cH:80][cH:81][cH:82][cH:83]2)([c:84]2[cH:85][cH:86][cH:87][cH:88][cH:89]2)[c:90]2[cH:91][cH:92][cH:93][cH:94][cH:95]2)[P:96]([c:97]2[cH:98][cH:99][cH:100][cH:101][cH:102]2)([c:103]2[cH:104][cH:105][cH:106][cH:107][cH:108]2)[c:109]2[cH:110][cH:111][cH:112][cH:113][cH:114]2)([c:115]2[cH:116][cH:117][cH:118][cH:119][cH:120]2)[c:121]2[cH:122][cH:123][cH:124][cH:125][cH:126]2)[cH:127][cH:128]1>>[C:1]([CH2:2][CH2:3][CH2:4][CH2:5][c:38]1[c:37]([N:41]([S:42](=[O:43])(=[O:44])[CH3:45])[CH3:46])[n:36][c:35]2[c:34]([c:33]([C:48](=[O:49])[NH:50][CH3:51])[c:32](-[c:29]3[cH:28][cH:27][c:26]([F:25])[cH:31][cH:30]3)[o:47]2)[cH:39]1)(=[O:6])[O:7][CH2:8][CH3:9]. The reactants are OC12CC3C(C(CC(C1)C3)C2)=NO (5-hydroxy-admantane-2-one oxime), [H][H] (hydrogen). The reagents and catalysts are [Rh] (Rh/Al2O3). Run in CCO (EtOH). Product: NC1C2CC3(CC(CC1C3)C2)O (4-amino-adamantan-1-ol). Isolated yield 97.8%. RXN SMILES: [OH:1][C:2]12[CH2:11][CH:6]3[CH2:7][CH:8]([CH2:10][CH:4]([C:5]3=[N:12]O)[CH2:3]1)[CH2:9]2.[H][H]>CCO.[Rh]>[NH2:12][CH:5]1[CH:6]2[CH2:11][C:2]3([OH:1])[CH2:9][CH:8]([CH2:10][CH:4]1[CH2:3]3)[CH2:7]2. Reported procedure: Rh/Al2O3 (2.3 g, 5 wt. %, 1.1 mmol) was added to a mixture of 5-hydroxy-admantane-2-one oxime (10 g, 55 mmol) in EtOH (100 mL) in a Parr hydrogenation bottle. The hydrogenation reaction was performed in a Parr hydrogenation instrument at 55 psi pressure of hydrogen at 50° C. for 48 hours. The disappearance of starting material and generation of the product were detected by LC-MS. The mixture was filtered through celite and concentrated under vacuum to dryness to give 4-amino-adamantan-1-ol (abou... The reactants are BrC1=CC(=C(N)C(=C1)F)F (4-bromo-2,6-difluoroaniline), C(#N)[Cu] (CuCN), CN1CCCC1=O (NMP). Run in O (water). The product is NC1=C(C=C(C#N)C=C1F)F (4-amino-3,5-difluorobenzonitrile). Yield: 42.9%. Reaction SMILES: Br[C:2]1[CH:8]=[C:7]([F:9])[C:5]([NH2:6])=[C:4]([F:10])[CH:3]=1.[C:11]([Cu])#[N:12].CN1C(=O)CCC1>O>[NH2:6][C:5]1[C:7]([F:9])=[CH:8][C:2]([C:11]#[N:12])=[CH:3][C:4]=1[F:10]. Procedure details: 340 g (1.63 mol) of 4-bromo-2,6-difluoroaniline, 223 g (2.5 mol) of CuCN and 800 cm3 of NMP were refluxed for 1.5 hours on a mantle heater. The reaction solution was cooled to room temperature, and after adding 300 cm3 of EDA, it was poured into 2,000 cm3 of water, extracted with hexane, and washed with an aqueous EDA solution and ice. The hexane was removed, and the residue was distilled under reduced pressure (b. p. 143° C./6mmHg) to obtain 108 g (0.7 mol) of 4-amino-3,5-difluorobenzonitrile. The reactants are COCCCOc1cc(C2C(C(C)C)CC(CO)N2C(=O)OC(C)(C)C)ccc1OC, CS(C)=O, CCN(C(C)C)C(C)C, ClCCl, O=S(=O)=O, c1ccncc1, c1ccncc1. Yields the product COCCCOc1cc(C2C(C(C)C)CC(C=O)N2C(=O)OC(C)(C)C)ccc1OC. As a reaction SMILES: [C:1]([CH3:2])([CH3:3])([CH3:4])[O:5][C:6](=[O:7])[N:8]1[CH:9]([c:18]2[cH:19][c:20]([O:26][CH2:27][CH2:28][CH2:29][O:30][CH3:31])[c:21]([O:24][CH3:25])[cH:22][cH:23]2)[CH:10]([CH:15]([CH3:16])[CH3:17])[CH2:11][CH:12]1[CH2:13][OH:14].[CH3:60][S:61](=[O:62])[CH3:63].[CH:38]([N:39]([CH:40]([CH3:41])[CH3:42])[CH2:43][CH3:44])([CH3:45])[CH3:46].[Cl:57][CH2:58][Cl:59].[S:53](=[O:54])(=[O:55])=[O:56].[cH:32]1[cH:33][cH:34][n:35][cH:36][cH:37]1.[n:47]1[cH:48][cH:49][cH:50][cH:51][cH:52]1>>[C:1]([CH3:2])([CH3:3])([CH3:4])[O:5][C:6](=[O:7])[N:8]1[CH:9]([c:18]2[cH:19][c:20]([O:26][CH2:27][CH2:28][CH2:29][O:30][CH3:31])[c:21]([O:24][CH3:25])[cH:22][cH:23]2)[CH:10]([CH:15]([CH3:16])[CH3:17])[CH2:11][CH:12]1[CH:13]=[O:14]. Product: CCN(CC)C(=O)c1nc(C=Cc2ccc(OC)cc2)no1. Reaction SMILES: [CH2:1]([O:2][C:4](=[O:5])[c:6]1[n:7][c:8]([CH:11]=[CH:12][c:13]2[cH:14][cH:15][c:16]([O:19][CH3:20])[cH:17][cH:18]2)[n:9][o:10]1)[CH3:3].[CH2:21]([CH3:22])[NH:23][CH2:24][CH3:25].[CH3:26][OH:27]>>[C:4](=[O:5])([c:6]1[n:7][c:8]([CH:11]=[CH:12][c:13]2[cH:14][cH:15][c:16]([O:19][CH3:20])[cH:17][cH:18]2)[n:9][o:10]1)[N:23]([CH2:21][CH3:22])[CH2:24][CH3:25]. Starting materials: CCOC(=O)c1nc(C=Cc2ccc(OC)cc2)no1, CCNCC, CO.